From a dataset of the Open Reaction Database (ORD), a public repository of structured organic reaction records. describe an organic reaction: reactants, conditions, products, and yield Starting materials: ClC1(C(C(CCC1)(Cl)Cl)=O)Cl (2,2,6,6-tetrachlorocyclohexanone), C1(=CC=CC=C1)[As](C1=CC=CC=C1)C1=CC=CC=C1 (triphenylarsine). The product is ClC1=C(C(=CC=C1)Cl)O (2,6-dichlorophenol). Isolated yield 79.3%. As a reaction SMILES: [Cl:1][C:2]1(Cl)[CH2:7][CH2:6][CH2:5][C:4](Cl)([Cl:8])[C:3]1=[O:10].C1([As](C2C=CC=CC=2)C2C=CC=CC=2)C=CC=CC=1>>[Cl:1][C:2]1[CH:7]=[CH:6][CH:5]=[C:4]([Cl:8])[C:3]=1[OH:10]. Procedure: 190 g (0.8 mol) of 2,2,6,6-tetrachlorocyclohexanone and 3 g (0.065 mol) of triphenylarsine were introduced into the reactor used in Example 1. The reaction mixture was heated at 150°-180° C., under stirring. Same was then treated as in Example 1 to yield 103.4 g of 2,6-dichlorophenol. The reactants are CC1CN(C(=O)OC(C)(C)C)C(C)CN1, CCN(C(C)C)C(C)C, FC(F)(F)c1nnc2ccc(Cl)nn12, CN(C)C=O. RXN SMILES: [CH3:15][CH:16]1[N:17]([C:23](=[O:24])[O:25][C:26]([CH3:27])([CH3:28])[CH3:29])[CH2:18][CH:19]([CH3:22])[NH:20][CH2:21]1.[CH:30]([N:31]([CH2:32][CH3:33])[CH:34]([CH3:35])[CH3:36])([CH3:37])[CH3:38].[Cl:1][c:2]1[cH:3][cH:4][c:5]2[n:6]([n:7]1)[c:8]([C:11]([F:12])([F:13])[F:14])[n:9][n:10]2.[O:39]=[CH:40][N:41]([CH3:42])[CH3:43]>>[c:2]1([N:20]2[CH:19]([CH3:22])[CH2:18][N:17]([C:23](=[O:24])[O:25][C:26]([CH3:27])([CH3:28])[CH3:29])[CH:16]([CH3:15])[CH2:21]2)[cH:3][cH:4][c:5]2[n:6]([n:7]1)[c:8]([C:11]([F:12])([F:13])[F:14])[n:9][n:10]2. The product is CC1CN(c2ccc3nnc(C(F)(F)F)n3n2)C(C)CN1C(=O)OC(C)(C)C.